This data is from the Open Reaction Database (ORD), a public repository of structured organic reaction records. The task is: describe an organic reaction: reactants, conditions, products, and yield The reactants are COc1cc2c(Nc3cc(OCc4ccccc4)c(C)cc3F)ncnc2cc1OC(C)=O, CO, N. Product: COc1cc2c(Nc3cc(OCc4ccccc4)c(C)cc3F)ncnc2cc1O. Reaction SMILES: [C:2](=[O:3])([CH3:4])[O:5][c:6]1[c:7]([O:33][CH3:34])[cH:8][c:9]2[c:10]([NH:16][c:17]3[c:18]([F:32])[cH:19][c:20]([CH3:31])[c:21]([O:23][CH2:24][c:25]4[cH:26][cH:27][cH:28][cH:29][cH:30]4)[cH:22]3)[n:11][cH:12][n:13][c:14]2[cH:15]1.[CH3:35][OH:36].[NH3:1]>>[OH:5][c:6]1[c:7]([O:33][CH3:34])[cH:8][c:9]2[c:10]([NH:16][c:17]3[c:18]([F:32])[cH:19][c:20]([CH3:31])[c:21]([O:23][CH2:24][c:25]4[cH:26][cH:27][cH:28][cH:29][cH:30]4)[cH:22]3)[n:11][cH:12][n:13][c:14]2[cH:15]1.